Dataset: the Open Reaction Database (ORD), a public repository of structured organic reaction records. Task: describe an organic reaction: reactants, conditions, products, and yield Reported procedure: Following the procedure of Example 34, monoethyl potassium epoxysuccinate (1.0 g) was successively treated with oxalyl chloride (0.75 g) and diisobutylamine (1.3 g) to give 0.81 g of ethyl N,N-diisobutyl-2,3-epoxysuccinamate (Compound No. 56) as colorless oil. Yield: 59.8%. Reaction SMILES: [O:1]1[CH:6]([C:7]([OH:9])=[O:8])[CH:2]1[C:3]([OH:5])=O.[CH2:10]([K])[CH3:11].C(Cl)(=O)C(Cl)=O.[CH2:19]([NH:23][CH2:24][CH:25]([CH3:27])[CH3:26])[CH:20]([CH3:22])[CH3:21]>>[CH2:19]([N:23]([CH2:24][CH:25]([CH3:27])[CH3:26])[C:3](=[O:5])[CH:2]1[O:1][CH:6]1[C:7]([O:9][CH2:10][CH3:11])=[O:8])[CH:20]([CH3:22])[CH3:21] |f:0.1|. Reactants: O1C(C(=O)O)C1C(=O)O.C(C)[K] (monoethyl potassium epoxysuccinate), C(C(=O)Cl)(=O)Cl (oxalyl chloride), C(C(C)C)NCC(C)C (diisobutylamine). The product is C(C(C)C)N(C(C1C(C(=O)OCC)O1)=O)CC(C)C (ethyl N,N-diisobutyl-2,3-epoxysuccinamate). Starting materials: C1(=CC=CC=C1)C.C(C)OCC (toluene diethyl ether), C(C1=CC=CC=C1)Br (benzylbromide), CC(=C)[C@@H]1CC[C@]2([C@H]1[C@H]3CC[C@@H]4[C@]5(CC[C@@H](C([C@@H]5CC[C@]4([C@@]3(CC2)C)C)(C)C)O)C)C(=O)O (betulinic acid), C([O-])([O-])=O.[K+].[K+] (potassium carbonate). The solvent is CN(C)C=O (DMF), CN(C=O)C (N,N-dimethylformamide), O (water). Run at time 24 hour. Yields the product CC(=C)[C@@H]1CC[C@]2([C@H]1[C@H]3CC[C@@H]4[C@]5(CC[C@@H](C([C@@H]5CC[C@]4([C@@]3(CC2)C)C)(C)C)O)C)C(=O)OCC6=CC=CC=C6 (benzyl betulinate). Isolated yield 86.0%. RXN SMILES: [CH3:1][C:2]([C@H:4]1[C@@H:8]2[C@@H:9]3[C@@:22]([CH3:25])([CH2:23][CH2:24][C@@:7]2([C:31]([OH:33])=[O:32])[CH2:6][CH2:5]1)[C@@:21]1([CH3:26])[C@@H:12]([C@:13]2([CH3:30])[C@@H:18]([CH2:19][CH2:20]1)[C:17]([CH3:28])([CH3:27])[C@@H:16]([OH:29])[CH2:15][CH2:14]2)[CH2:11][CH2:10]3)=[CH2:3].C(=O)([O-])[O-].[K+].[K+].[CH2:40](Br)[C:41]1[CH:46]=[CH:45][CH:44]=[CH:43][CH:42]=1.C1(C)C=CC=CC=1.C(OCC)C>CN(C)C=O.O>[CH3:3][C:2]([C@H:4]1[C@@H:8]2[C@@H:9]3[C@@:22]([CH3:25])([CH2:23][CH2:24][C@@:7]2([C:31]([O:33][CH2:40][C:41]2[CH:46]=[CH:45][CH:44]=[CH:43][CH:42]=2)=[O:32])[CH2:6][CH2:5]1)[C@@:21]1([CH3:26])[C@@H:12]([C@:13]2([CH3:30])[C@@H:18]([CH2:19][CH2:20]1)[C:17]([CH3:27])([CH3:28])[C@@H:16]([OH:29])[CH2:15][CH2:14]2)[CH2:11][CH2:10]3)=[CH2:1] |f:1.2.3,5.6|. Reported procedure: To a mixture of betulinic acid (2) (500 mg; 1.1 mmol) and potassium carbonate (276 mg; 2.0 mmol) in N,N-dimethylformamide, hereinafter DMF (20 ml), benzylbromide (178 μl; 1.5 mmol) was added and the reaction mixture was stirred at room temperature for 24 h. The course of the reaction was monitored by TLC (toluene/diethyl ether 10:1). The reaction mixture was then diluted with ten-fold excess of water and extracted into ethyl acetate. Combined organic phases were shaken three times with 5% HCl, t... The reactants are ClCCCl, CN(C)c1ccncc1, NCC1CCN(C(c2ccccc2)c2ccccc2)C1, ClCCl, O=C(O)CN(c1ccccc1)c1ccccc1. Product: O=C(CN(c1ccccc1)c1ccccc1)NCC1CCN(C(c2ccccc2)c2ccccc2)C1. Reaction SMILES: [CH2:38]([Cl:39])[CH2:40][Cl:41].[CH3:45][N:46]([c:47]1[cH:48][cH:49][n:50][cH:51][cH:52]1)[CH3:53].[CH:1]([c:2]1[cH:3][cH:4][cH:5][cH:6][cH:7]1)([c:8]1[cH:9][cH:10][cH:11][cH:12][cH:13]1)[N:14]1[CH2:15][CH:16]([CH2:19][NH2:20])[CH2:17][CH2:18]1.[Cl:42][CH2:43][Cl:44].[c:21]1([N:27]([c:28]2[cH:29][cH:30][cH:31][cH:32][cH:33]2)[CH2:34][C:35](=[O:36])[OH:37])[cH:22][cH:23][cH:24][cH:25][cH:26]1>>[CH:1]([c:2]1[cH:3][cH:4][cH:5][cH:6][cH:7]1)([c:8]1[cH:9][cH:10][cH:11][cH:12][cH:13]1)[N:14]1[CH2:15][CH:16]([CH2:19][NH:20][C:35]([CH2:34][N:27]([c:21]2[cH:22][cH:23][cH:24][cH:25][cH:26]2)[c:28]2[cH:29][cH:30][cH:31][cH:32][cH:33]2)=[O:36])[CH2:17][CH2:18]1. Starting materials: Cl.FC=1C=C(CN)C=CC1NS(=O)(=O)C (3-Fluoro-4-methanesulfonylaminobenzylamine hydrochloride), C(C)(C)(C)C1=C(C=C(C=N1)OCC(=O)O)Cl ((6-tert-butyl-5-chloro-pyridin-3-yloxy)-acetic acid), CN1CCOCC1 (NMM). Solvent: C1CCOC1 (THF). Product: C(C)(C)(C)C1=C(C=C(C=N1)OCC(=O)NCC1=CC(=C(C=C1)NS(=O)(=O)C)F)Cl (2-(6-tert-Butyl-5-chloro-pyridin-3-yloxy)-N-(3-fluoro-4-methane sulfonylamino-benzyl)-acetamide). Isolated yield 30.6%. As a reaction SMILES: Cl.[F:2][C:3]1[CH:4]=[C:5]([CH:8]=[CH:9][C:10]=1[NH:11][S:12]([CH3:15])(=[O:14])=[O:13])[CH2:6][NH2:7].[C:16]([C:20]1[N:25]=[CH:24][C:23]([O:26][CH2:27][C:28](O)=[O:29])=[CH:22][C:21]=1[Cl:31])([CH3:19])([CH3:18])[CH3:17].CN1CCOCC1>C1COCC1>[C:16]([C:20]1[N:25]=[CH:24][C:23]([O:26][CH2:27][C:28]([NH:7][CH2:6][C:5]2[CH:8]=[CH:9][C:10]([NH:11][S:12]([CH3:15])(=[O:14])=[O:13])=[C:3]([F:2])[CH:4]=2)=[O:29])=[CH:22][C:21]=1[Cl:31])([CH3:19])([CH3:17])[CH3:18] |f:0.1|. Procedure: 3-Fluoro-4-methanesulfonylaminobenzylamine hydrochloride (192 mg, 0.751 mmol) was reacted with (6-tert-butyl-5-chloro-pyridin-3-yloxy)-acetic acid (183 mg) DMTMM (1.1 eq, 229 mg) and NMM (1.2 eq, 100 μl) in THF to give the title compound (102 mg, 30.6%) after purification by column chromatography (Hex/EtOAc=1/1). Starting materials: N#Cc1ccc([N+](=O)[O-])cc1O, C[N+](C)(C)N, CS(C)=O, Cl, [I-]. The product is N#Cc1ccc([N+](=O)[O-])c(N)c1O. Reaction SMILES: [C:1](#[N:2])[c:3]1[c:4]([OH:12])[cH:5][c:6]([N+:9](=[O:10])[O-:11])[cH:7][cH:8]1.[CH3:14][N+:15]([CH3:16])([CH3:17])[NH2:18].[CH3:20][S:21]([CH3:22])=[O:23].[ClH:19].[I-:13]>>[C:1](#[N:2])[c:3]1[c:4]([OH:12])[c:5]([NH2:15])[c:6]([N+:9](=[O:10])[O-:11])[cH:7][cH:8]1.